The task is: describe an organic reaction: reactants, conditions, products, and yield. This data is from the Open Reaction Database (ORD), a public repository of structured organic reaction records. Reported procedure: To 2-((3-fluorophenyl)amino)-N-(2-hydroxy-4-nitrophenyl)-4-(propylamino)pyrimidine-5-carboxamide (E24, 11 mg) and p-toluenesulfonic acid monohydrate (15 mg), xylene (1.5 mL) was added at room temperature, and the mixture was stirred at 155° C. for 4 hours. The reaction mixture was cooled to room temperature, and then purified by silica gel column chromatography (eluent, 100 to 80% ethyl acetate in methanol). To the obtained solid matter, saturated aqueous sodium hydrogencarbonate and ethyl aceta... Reactants: FC=1C=C(C=CC1)NC1=NC=C(C(=N1)NCCC)C(=O)NC1=C(C=C(C=C1)[N+](=O)[O-])O (2-((3-fluorophenyl)amino)-N-(2-hydroxy-4-nitrophenyl)-4-(propylamino)pyrimidine-5-carboxamide), O.C1(=CC=C(C=C1)S(=O)(=O)O)C (p-toluenesulfonic acid monohydrate). Yields the product FC=1C=C(C=CC1)NC1=NC=C(C(=N1)NCCC)C=1OC2=C(N1)C=CC(=C2)[N+](=O)[O-] (N2-(3-fluorophenyl)-5-(6-nitrobenzo[d]oxazol-2-yl)-N4-propylpyrimidine-2,4-diamine). Run at temperature 155 celsius, time 4 hour. RXN SMILES: [F:1][C:2]1[CH:3]=[C:4]([NH:8][C:9]2[N:14]=[C:13]([NH:15][CH2:16][CH2:17][CH3:18])[C:12]([C:19]([NH:21][C:22]3[CH:27]=[CH:26][C:25]([N+:28]([O-:30])=[O:29])=[CH:24][C:23]=3[OH:31])=O)=[CH:11][N:10]=2)[CH:5]=[CH:6][CH:7]=1.O.C1(C)C=CC(S(O)(=O)=O)=CC=1>C1(C)C(C)=CC=CC=1>[F:1][C:2]1[CH:3]=[C:4]([NH:8][C:9]2[N:14]=[C:13]([NH:15][CH2:16][CH2:17][CH3:18])[C:12]([C:19]3[O:31][C:23]4[CH:24]=[C:25]([N+:28]([O-:30])=[O:29])[CH:26]=[CH:27][C:22]=4[N:21]=3)=[CH:11][N:10]=2)[CH:5]=[CH:6][CH:7]=1 |f:1.2|. Run in C=1(C(=CC=CC1)C)C (xylene). Reactants: IC (Iodomethane), C(C)(C)(C)OC(=O)N1[C@H](C[C@H](C1)O)C(=O)O ((2R,4R)-1-tert-butoxycarbonyl-4-hydroxy-pyrrolidine-2-carboxylic acid), C([O-])([O-])=O.[Cs+].[Cs+] (Caesium carbonate). The solvent is O (water), CN(C)C=O (DMF). Reaction conditions: temperature 20 celsius, time 16 hour. Product: O[C@@H]1C[C@@H](N(C1)C(=O)OC(C)(C)C)C(=O)OC (O1-tert-butyl O2-methyl (2R,4R)-4-hydroxypyrrolidine-1,2-dicarboxylate). The yield is 86.9%. Reaction SMILES: IC.[C:3]([O:7][C:8]([N:10]1[CH2:14][C@H:13]([OH:15])[CH2:12][C@@H:11]1[C:16]([OH:18])=[O:17])=[O:9])([CH3:6])([CH3:5])[CH3:4].[C:19](=O)([O-])[O-].[Cs+].[Cs+]>CN(C=O)C.O>[OH:15][C@H:13]1[CH2:14][N:10]([C:8]([O:7][C:3]([CH3:6])([CH3:4])[CH3:5])=[O:9])[C@@H:11]([C:16]([O:18][CH3:19])=[O:17])[CH2:12]1 |f:2.3.4|. Procedure: Iodomethane (4.17 ml) was added to (2R,4R)-1-tert-butoxycarbonyl-4-hydroxy-pyrrolidine-2-carboxylic acid (15.00 g) in DMF (100 ml) at 0° C. Caesium carbonate (25.4 g) was added in one portion and the resulting mixture stirred at 20° C. for 16 hours. The reaction mixture was diluted with water (150 ml) and extracted with dichloromethane (2×150 ml). The combined organics were washed with brine (100 ml), dried over Magnesium sulphate, filtered and evaporated to dryness to give O1-tert-butyl O2-meth... The reactants are C(C1=CC=CC=C1)ON=C1NC2=CC=C(C=C2C12CCCCC2)Br (5′-bromospiro{cyclohexane-1,3′-[3H]indol}-2′(1′H)-one 2′(O-benzyloxime)), [N+](=O)([O-])C=1C=C(C=CC1)B(O)O (3-Nitrophenyl boronic acid). Product: C(C1=CC=CC=C1)ON=C1NC2=CC=C(C=C2C12CCCCC2)C2=CC(=CC=C2)[N+](=O)[O-] (5′-(3-Nitrophenyl)-spiro[cyclohexane-1,3′-[3H]indol]-2′(1′H)-one 2′(O-benzyloxime)). Yield: 53.8%. Reaction SMILES: [CH2:1]([O:8][N:9]=[C:10]1[C:18]2([CH2:23][CH2:22][CH2:21][CH2:20][CH2:19]2)[C:17]2[C:12](=[CH:13][CH:14]=[C:15](Br)[CH:16]=2)[NH:11]1)[C:2]1[CH:7]=[CH:6][CH:5]=[CH:4][CH:3]=1.[N+:25]([C:28]1[CH:29]=[C:30](B(O)O)[CH:31]=[CH:32][CH:33]=1)([O-:27])=[O:26]>>[CH2:1]([O:8][N:9]=[C:10]1[C:18]2([CH2:23][CH2:22][CH2:21][CH2:20][CH2:19]2)[C:17]2[C:12](=[CH:13][CH:14]=[C:15]([C:32]3[CH:31]=[CH:30][CH:29]=[C:28]([N+:25]([O-:27])=[O:26])[CH:33]=3)[CH:16]=2)[NH:11]1)[C:2]1[CH:7]=[CH:6][CH:5]=[CH:4][CH:3]=1. Procedure: Prepared from 5′-bromospiro{cyclohexane-1,3′-[3H]indol}-2′(1′H)-one 2′(O-benzyloxime) (1.0 g, 2.6 mmol) and 3-Nitrophenyl boronic acid (0.86 g, 5.2 mmol) according to Example 45 procedure A. Purification by flash silica gel chromatography (eluant: 10:0.5 hexane:ethyl acetate) afforded the desired compound (0.60 g, 1.4 mmol, 55%) as a viscous oil. 1H NMR (500 MHz, DMSO-d6) δ 1.42–1.82 (8H, m), 2.02–2.04 (2H, q), 5.01 (2H, s), 6.88 (1H, d), 7.28–7.71 (8H, m), 8.08–8.13 (2H, m), 8.38 (1H, d), 9.69 ... Starting materials: [BH4-], CCO, O=Cc1cccc(Oc2ccc(Cl)cc2[N+](=O)[O-])c1, [Na+]. Product: O=[N+]([O-])c1cc(Cl)ccc1Oc1cccc(CO)c1. Reaction SMILES: [BH4-:20].[CH3:22][CH2:23][OH:24].[Cl:1][c:2]1[cH:3][c:4]([N+:17](=[O:18])[O-:19])[c:5]([O:6][c:7]2[cH:8][c:9]([CH:10]=[O:11])[cH:12][cH:13][cH:14]2)[cH:15][cH:16]1.[Na+:21]>>[Cl:1][c:2]1[cH:3][c:4]([N+:17](=[O:18])[O-:19])[c:5]([O:6][c:7]2[cH:8][c:9]([CH2:10][OH:11])[cH:12][cH:13][cH:14]2)[cH:15][cH:16]1.